From a dataset of the Open Reaction Database (ORD), a public repository of structured organic reaction records. describe an organic reaction: reactants, conditions, products, and yield The reactants are CCO, COC(=O)c1ccc(C(=O)NC(C)C)s1, NN, O. Yields the product CC(C)NC(=O)c1ccc(C(=O)NN)s1. RXN SMILES: [CH3:19][CH2:20][OH:21].[CH3:1][CH:2]([CH3:3])[NH:4][C:5](=[O:6])[c:7]1[cH:8][cH:9][c:10]([C:12]([O:14][CH3:13])=[O:15])[s:11]1.[NH2:17][NH2:18].[OH2:16]>>[CH3:1][CH:2]([CH3:3])[NH:4][C:5](=[O:6])[c:7]1[cH:8][cH:9][c:10]([C:12](=[O:14])[NH:17][NH2:18])[s:11]1. Starting materials: FC1=CC=C(C=C1)N(S(=O)(=O)C1=C(C=CC=C1)CO)C (N-(4-fluorophenyl)-2-hydroxymethyl-N-methylbenzenesulfonamide). The reagents and catalysts are [O-2].[O-2].[Mn+4] (manganese dioxide). Solvent: C(Cl)(Cl)Cl (chloroform). Conditions: temperature 60 celsius, time 16 hour. The product is FC1=CC=C(C=C1)N(S(=O)(=O)C1=C(C=CC=C1)C=O)C (N-(4-fluorophenyl)-2-formyl-N-methylbenzenesulfonamide). The yield is 66.2%. As a reaction SMILES: [F:1][C:2]1[CH:7]=[CH:6][C:5]([N:8]([CH3:20])[S:9]([C:12]2[CH:17]=[CH:16][CH:15]=[CH:14][C:13]=2[CH2:18][OH:19])(=[O:11])=[O:10])=[CH:4][CH:3]=1>C(Cl)(Cl)Cl.[O-2].[O-2].[Mn+4]>[F:1][C:2]1[CH:7]=[CH:6][C:5]([N:8]([CH3:20])[S:9]([C:12]2[CH:17]=[CH:16][CH:15]=[CH:14][C:13]=2[CH:18]=[O:19])(=[O:10])=[O:11])=[CH:4][CH:3]=1 |f:2.3.4|. Procedure details: A solution of N-(4-fluorophenyl)-2-hydroxymethyl-N-methylbenzenesulfonamide (0.35 g) in chloroform (20 mL) was treated with manganese dioxide (1.2 g), and the resulting mixture was stirred at 60° C. for 16 hours. The mixture was filtered through Celite and the filtrate concentrated under reduced pressure to afford the title compound as colourless oil (0.23 g).